From a dataset of the Open Reaction Database (ORD), a public repository of structured organic reaction records. describe an organic reaction: reactants, conditions, products, and yield The reactants are COC(=O)C=1C(=C(N2CC=3C=CC=CC3CC21)C2=CC=C(C=C2)OC)C(=O)OC (3-(4-methoxyphenyl)-5,10-dihydropyrrolo[1,2-b]isoquinoline-1,2-dicarboxylic acid dimethyl ester), [H-].[H-].[H-].[H-].[Li+].[Al+3] (LiAlH4). Solvent: ClCCl (dichloromethane), C(C)OCC (diethyl ether). Conditions: time 2 hour. Yields the product OCC=1C(=C2N(CC=3C=CC=CC3C2)C1C1=CC=C(C=C1)OC)CO ([2-hydroxymethyl-3-(4-methoxyphenyl)-5,10-dihydropyrrolo[1,2-b]-isoquinolin-1-yl]methanol). RXN SMILES: C[O:2][C:3]([C:5]1[C:6]([C:26](OC)=[O:27])=[C:7]([C:18]2[CH:23]=[CH:22][C:21]([O:24][CH3:25])=[CH:20][CH:19]=2)[N:8]2[C:17]=1[CH2:16][C:15]1[CH:14]=[CH:13][CH:12]=[CH:11][C:10]=1[CH2:9]2)=O.[H-].[H-].[H-].[H-].[Li+].[Al+3]>ClCCl.C(OCC)C>[OH:27][CH2:26][C:6]1[C:5]([CH2:3][OH:2])=[C:17]2[CH2:16][C:15]3[CH:14]=[CH:13][CH:12]=[CH:11][C:10]=3[CH2:9][N:8]2[C:7]=1[C:18]1[CH:19]=[CH:20][C:21]([O:24][CH3:25])=[CH:22][CH:23]=1 |f:1.2.3.4.5.6|. Procedure: A solution of the 3-(4-methoxyphenyl)-5,10-dihydropyrrolo[1,2-b]isoquinoline-1,2-dicarboxylic acid dimethyl ester (3.91 g, 10 mmol) in anhydrous dichloromethane (20 mL) was added dropwise to a stirred suspension of LiAlH4 (0.87 g, 23 mmol) in anhydrous diethyl ether (30 mL) at 10-15° C. The reaction mixture was further stirred for 2 hours after the addition was completed. The mixture was cooled in an ice bath and the excess hydride was destroyed by the sequential addition of water (1.2 mL), 15% ... The reactants are C(C)C1C(CCC(C(OC(C2CCCCN2C(C(C2(C(CC(C(C(CC(CC(=C1)C)C)OC)O2)OC)C)O)=O)=O)=O)C(=CC2CC(C(CC2)N=[N+]=[N-])OC2=CC=CC=C2)C)C)=O (17-Ethyl-1-hydroxy-12-[2'-(4"-azido-3"-phenoxycyclohexyl)-1'-methylvinyl]-23,25-dimethoxy-13,19,21,27-tetramethyl-11,28-dioxa-4-azatricyclo[22.3.1.04,9 ]-octacos-18-ene-2,3,10,16-tetraone), C1(=CC=CC=C1)P(C1=CC=CC=C1)C1=CC=CC=C1 (triphenylphosphine). Reagents/catalysts: O (water). The solvent is C1CCOC1 (THF). Run at time 72 hour. The product is C(C)C1C(CCC(C(OC(C2CCCCN2C(C(C2(C(CC(C(C(CC(CC(=C1)C)C)OC)O2)OC)C)O)=O)=O)=O)C(=CC2CC(C(CC2)N)OC2=CC=CC=C2)C)C)=O (17-Ethyl-1-hydroxy-12-[2'-(4"-amino-3"-phenoxycyclohexyl)-1'-methylvinyl]-23,25-dimethoxy-13,19,21,27-tetramethyl-11,28-dioxa-4-azatricyclo[22.3.1.04,9 ]octacos-18-ene-2,3,10,16-tetraone). The yield is 69.3%. RXN SMILES: [CH2:1]([CH:3]1[CH:29]=[C:28]([CH3:30])[CH2:27][CH:26]([CH3:31])[CH2:25][CH:24]([O:32][CH3:33])[CH:23]2[O:34][C:19]([OH:38])([CH:20]([CH3:37])[CH2:21][CH:22]2[O:35][CH3:36])[C:18](=[O:39])[C:17](=[O:40])[N:16]2[CH:11]([CH2:12][CH2:13][CH2:14][CH2:15]2)[C:10](=[O:41])[O:9][CH:8]([C:42]([CH3:60])=[CH:43][CH:44]2[CH2:49][CH2:48][CH:47]([N:50]=[N+]=[N-])[CH:46]([O:53][C:54]3[CH:59]=[CH:58][CH:57]=[CH:56][CH:55]=3)[CH2:45]2)[CH:7]([CH3:61])[CH2:6][CH2:5][C:4]1=[O:62])[CH3:2].C1(P(C2C=CC=CC=2)C2C=CC=CC=2)C=CC=CC=1>C1COCC1.O>[CH2:1]([CH:3]1[CH:29]=[C:28]([CH3:30])[CH2:27][CH:26]([CH3:31])[CH2:25][CH:24]([O:32][CH3:33])[CH:23]2[O:34][C:19]([OH:38])([CH:20]([CH3:37])[CH2:21][CH:22]2[O:35][CH3:36])[C:18](=[O:39])[C:17](=[O:40])[N:16]2[CH:11]([CH2:12][CH2:13][CH2:14][CH2:15]2)[C:10](=[O:41])[O:9][CH:8]([C:42]([CH3:60])=[CH:43][CH:44]2[CH2:49][CH2:48][CH:47]([NH2:50])[CH:46]([O:53][C:54]3[CH:59]=[CH:58][CH:57]=[CH:56][CH:55]=3)[CH2:45]2)[CH:7]([CH3:61])[CH2:6][CH2:5][C:4]1=[O:62])[CH3:2]. Reported procedure: 17-Ethyl-1-hydroxy-12-[2'-(4"-azido-3"-phenoxycyclohexyl)-1'-methylvinyl]-23,25-dimethoxy-13,19,21,27-tetramethyl-11,28-dioxa-4-azatricyclo[22.3.1.04,9 ]-octacos-18-ene-2,3,10,16-tetraone (64 mg) in THF (1.5 mml) containing 1 drop of water was treated with triphenylphosphine (24 mg) and the mixture stirred at room temperature for 72 hours. The reaction mixture was purified directly by preparative thin layer chromatography eluting with 90% dichloromethane:10% methanol to give the title compound (... The reactants are OCC=1SC(=CC1)C1=CC(=C(C(=C1)OC)OC)OC (2-Hydroxymethyl-5-(3,4,5-trimethoxyphenyl)thiophene), C(\C=C\C(=O)O)(=O)O (fumaric acid), ClCC=1SC(=CC1)C1=CC(=C(C(=C1)OC)OC)OC (2-chloromethyl-5-(3,4,5-trimethoxyphenyl)thiophene), N1CCNCCC1 (homopiperazine). Solvent: CO (methanol). Product: C(\C=C/C(=O)O)(=O)O.C(\C=C/C(=O)O)(=O)O.COC=1C=C(C=C(C1OC)OC)C1=CC=C(S1)CN1CCN(CCC1)CC=1SC(=CC1)C1=CC(=C(C(=C1)OC)OC)OC (N,N′-bis[[5-(3,4,5-Trimethoxyphenyl)-thiophen-2-yl]methyl]homopiperazine Dimaleate). Reaction SMILES: O[CH2:2][C:3]1[S:4][C:5]([C:8]2[CH:13]=[C:12]([O:14][CH3:15])[C:11]([O:16][CH3:17])=[C:10]([O:18][CH3:19])[CH:9]=2)=[CH:6][CH:7]=1.Cl[CH2:21][C:22]1[S:23][C:24]([C:27]2[CH:32]=[C:31]([O:33][CH3:34])[C:30]([O:35][CH3:36])=[C:29]([O:37][CH3:38])[CH:28]=2)=[CH:25][CH:26]=1.[NH:39]1[CH2:45][CH2:44][CH2:43][NH:42][CH2:41][CH2:40]1.[C:46]([OH:53])(=[O:52])/[CH:47]=[CH:48]/[C:49]([OH:51])=[O:50]>CO>[C:46]([OH:53])(=[O:52])/[CH:47]=[CH:48]\[C:49]([OH:51])=[O:50].[C:46]([OH:53])(=[O:52])/[CH:47]=[CH:48]\[C:49]([OH:51])=[O:50].[CH3:19][O:18][C:10]1[CH:9]=[C:8]([C:5]2[S:4][C:3]([CH2:2][N:39]3[CH2:45][CH2:44][CH2:43][N:42]([CH2:21][C:22]4[S:23][C:24]([C:27]5[CH:32]=[C:31]([O:33][CH3:34])[C:30]([O:35][CH3:36])=[C:29]([O:37][CH3:38])[CH:28]=5)=[CH:25][CH:26]=4)[CH2:41][CH2:40]3)=[CH:7][CH:6]=2)[CH:13]=[C:12]([O:14][CH3:15])[C:11]=1[O:16][CH3:17] |f:5.6.7|. Procedure details: 2-Hydroxymethyl-5-(3,4,5-trimethoxyphenyl)thiophene (230 mg) was treated in the same manner in Preparation Example 4 to synthesize 2-chloromethyl-5-(3,4,5-trimethoxyphenyl)thiophene. Since this product was unstable, it was immediately reacted with homopiperazine (41 mg) in the same manner in Example 1 without isolating it to obtain a product as a free base. This product was dissolved in methanol, and fumaric acid was added to the solution, thereby converting it into the title compound. Starting materials: ClC(Cl)Cl, CC(C)(C)OC(=O)NCc1cccc(CN2C(=O)c3cccc(NC(=O)c4ccc(Cl)s4)c3C2=O)c1, O=C(O)C(F)(F)F, O. Product: NCc1cccc(CN2C(=O)c3cccc(NC(=O)c4ccc(Cl)s4)c3C2=O)c1. Reaction SMILES: [CH:45]([Cl:46])([Cl:47])[Cl:48].[Cl:9][c:10]1[cH:11][cH:12][c:13]([C:15](=[O:16])[NH:17][c:18]2[c:19]3[c:23]([cH:24][cH:25][cH:26]2)[C:22](=[O:27])[N:21]([CH2:28][c:29]2[cH:30][c:31]([CH2:32][NH:33][C:34](=[O:35])[O:36][C:37]([CH3:38])([CH3:39])[CH3:40])[cH:41][cH:42][cH:43]2)[C:20]3=[O:44])[s:14]1.[F:1][C:2]([F:3])([F:4])[C:5]([OH:6])=[O:7].[OH2:8]>>[Cl:9][c:10]1[cH:11][cH:12][c:13]([C:15](=[O:16])[NH:17][c:18]2[c:19]3[c:23]([cH:24][cH:25][cH:26]2)[C:22](=[O:27])[N:21]([CH2:28][c:29]2[cH:30][c:31]([CH2:32][NH2:33])[cH:41][cH:42][cH:43]2)[C:20]3=[O:44])[s:14]1. Starting materials: ice water, ClCC(=O)NC=1C=C(C=CC1)C1=NC2=CC=CC=C2C(=N1)NC=1C=C2C=NN(C2=CC1)C(=O)OC(C)(C)C (tert-butyl 5-(2-(3-(2-chloroacetamido)phenyl)quinazolin-4-ylamino)-1H-indazole-1-carboxylate), C(C)(C)N1CCNCC1 (1-isopropylpiperazine), CCN(C(C)C)C(C)C (DIEA). The solvent is CN(C)C=O (DMF). Reaction conditions: temperature 75 celsius, time 4 hour. Product: C(C)(C)N1CCN(CC1)CCC(=O)NC=1C=C(C=CC1)C1=NC2=CC=CC=C2C(=N1)NC=1C=C2C=NN(C2=CC1)C(=O)OC(C)(C)C (tert-butyl 5-(2-(3-(3-(4-isopropylpiperazin-1-yl)propanamido)phenyl)quinazolin-4-ylamino)-1H-indazole-1-carboxylate). As a reaction SMILES: Cl[CH2:2][C:3]([NH:5][C:6]1[CH:7]=[C:8]([C:12]2[N:21]=[C:20]([NH:22][C:23]3[CH:24]=[C:25]4[C:29](=[CH:30][CH:31]=3)[N:28]([C:32]([O:34][C:35]([CH3:38])([CH3:37])[CH3:36])=[O:33])[N:27]=[CH:26]4)[C:19]3[C:14](=[CH:15][CH:16]=[CH:17][CH:18]=3)[N:13]=2)[CH:9]=[CH:10][CH:11]=1)=[O:4].[CH:39]([N:42]1[CH2:47][CH2:46][NH:45][CH2:44][CH2:43]1)([CH3:41])[CH3:40].[CH3:48]CN(C(C)C)C(C)C>CN(C=O)C>[CH:39]([N:42]1[CH2:47][CH2:46][N:45]([CH2:48][CH2:2][C:3]([NH:5][C:6]2[CH:7]=[C:8]([C:12]3[N:21]=[C:20]([NH:22][C:23]4[CH:24]=[C:25]5[C:29](=[CH:30][CH:31]=4)[N:28]([C:32]([O:34][C:35]([CH3:38])([CH3:37])[CH3:36])=[O:33])[N:27]=[CH:26]5)[C:19]4[C:14](=[CH:15][CH:16]=[CH:17][CH:18]=4)[N:13]=3)[CH:9]=[CH:10][CH:11]=2)=[O:4])[CH2:44][CH2:43]1)([CH3:41])[CH3:40]. Reported procedure: A suspension of tert-butyl 5-(2-(3-(2-chloroacetamido)phenyl)quinazolin-4-ylamino)-1H-indazole-1-carboxylate (112 mg, 0.223 mmol), 1-isopropylpiperazine (52 mg, 0.406 mmol), DIEA (51 mg, 0.402 mmol) in DMF (2 mL) was stirred at 75° C. for 4 h. The reaction mixture was cooled to RT and the residue was poured into ice-water. The resulting white solid was filtered and dried for several hours under high vacuum. The crude product was purified by prep TLC using CH2Cl2: MeOH, (9:1) as the mobile phase ... Starting materials: C1CCOC1, O=C([O-])c1ccccc1-c1ccc(OCc2ccccc2)c([N+](=O)[O-])c1, CO, Cl, [Li+], [OH-], O, O. Yields the product O=[N+]([O-])c1cc(O)ccc1OCc1ccccc1. Reaction SMILES: [CH2:30]1[CH2:33][CH2:32][CH2:31][O:34]1.[CH2:4]([c:5]1[cH:6][cH:7][cH:8][cH:9][cH:10]1)[O:11][c:12]1[c:13]([N+:27](=[O:28])[O-:29])[cH:14][c:15](-[c:18]2[cH:19][cH:20][cH:21][cH:22][c:23]2[C:24]([O-:25])=[O:26])[cH:16][cH:17]1.[CH3:36][OH:37].[ClH:35].[Li+:3].[OH-:2].[OH2:1].[OH2:38]>>[CH2:4]([c:5]1[cH:6][cH:7][cH:8][cH:9][cH:10]1)[O:11][c:12]1[c:13]([N+:27](=[O:28])[O-:29])[cH:14][c:15]([OH:34])[cH:16][cH:17]1. Starting materials: Brc1cnn(CCOCc2ccccc2)c1, CCO, Cl. Product: OCCn1cc(Br)cn1. RXN SMILES: [CH2:1]([c:2]1[cH:3][cH:4][cH:5][cH:6][cH:7]1)[O:8][CH2:9][CH2:10][n:11]1[n:12][cH:13][c:14]([Br:16])[cH:15]1.[CH3:18][CH2:19][OH:20].[ClH:17]>>[OH:8][CH2:9][CH2:10][n:11]1[n:12][cH:13][c:14]([Br:16])[cH:15]1. Reactants: C(C(C)C)OC(=O)NC=1C=C(CN2C=CC3=CC(=CC=C23)C(=O)O)C=CC1 (1-[3-(isobutoxycarbonylamino)benzyl]-indole-5-carboxylic acid), C1(=CC=CC=C1)S(=O)(=O)N (benzene sulphonamide), Cl.CN(CCCN=C=NCC)C (1-(3-dimethylaminopropyl)-3-ethylcarbodiimide hydrochloride). The reagents and catalysts are CN(C1=CC=NC=C1)C (4-dimethylaminopyridine). The solvent is ClCCl (dichloromethane), C(Cl)(Cl)Cl (chloroform). The product is C(C(C)C)OC(=O)NC=1C=C(CN2C=CC3=CC(=CC=C23)C(=O)NS(=O)(=O)C2=CC=CC=C2)C=CC1 (N-{1-[3-(isobutoxycarbonylamino)benzyl]indol-5-ylcarbonyl}benzene sulphonamide). Reaction SMILES: [CH2:1]([O:5][C:6]([NH:8][C:9]1[CH:10]=[C:11]([CH:25]=[CH:26][CH:27]=1)[CH2:12][N:13]1[C:21]2[C:16](=[CH:17][C:18]([C:22](O)=[O:23])=[CH:19][CH:20]=2)[CH:15]=[CH:14]1)=[O:7])[CH:2]([CH3:4])[CH3:3].[C:28]1([S:34]([NH2:37])(=[O:36])=[O:35])[CH:33]=[CH:32][CH:31]=[CH:30][CH:29]=1.Cl.CN(C)CCCN=C=NCC>ClCCl.CN(C)C1C=CN=CC=1.C(Cl)(Cl)Cl>[CH2:1]([O:5][C:6]([NH:8][C:9]1[CH:10]=[C:11]([CH:25]=[CH:26][CH:27]=1)[CH2:12][N:13]1[C:21]2[C:16](=[CH:17][C:18]([C:22]([NH:37][S:34]([C:28]3[CH:33]=[CH:32][CH:31]=[CH:30][CH:29]=3)(=[O:36])=[O:35])=[O:23])=[CH:19][CH:20]=2)[CH:15]=[CH:14]1)=[O:7])[CH:2]([CH3:3])[CH3:4] |f:2.3|. Reported procedure: The carboxylic acid (Example 28 ) (0.25 g) was stirred at room temperature in dichloromethane (3 ml) with benzene sulphonamide (0.10 g), 1-(3-dimethylaminopropyl)-3-ethylcarbodiimide hydrochloride (0.15 g) and 4-dimethylaminopyridine (0.02 g) for 144 hours. The reaction mixture was diluted with chloroform and washed with 0.5N hydrochloric acid, then water. The organic extract was dried over anhydrous magnesium sulphate, filtered and evaporated in vacuo. Purification by preparative reverse-phase ...